This data is from the Open Reaction Database (ORD), a public repository of structured organic reaction records. The task is: describe an organic reaction: reactants, conditions, products, and yield Starting materials: CCc1ccc2oc3ncccc3c(=O)c2c1, [K+], O=[Mn](=O)(=O)[O-], O, O=[N+]([O-])O. Product: CC(=O)c1ccc2oc3ncccc3c(=O)c2c1. As a reaction SMILES: [CH2:11]([CH3:12])[c:13]1[cH:14][cH:15][c:16]2[c:17]([c:18](=[O:26])[c:19]3[c:20]([n:21][cH:22][cH:23][cH:24]3)[o:25]2)[cH:27]1.[K+:10].[Mn:5](=[O:6])([O-:7])(=[O:8])=[O:9].[OH2:28].[OH:1][N+:2](=[O:3])[O-:4]>>[O:6]=[C:11]([CH3:12])[c:13]1[cH:14][cH:15][c:16]2[c:17]([c:18](=[O:26])[c:19]3[c:20]([n:21][cH:22][cH:23][cH:24]3)[o:25]2)[cH:27]1. Starting materials: C(C)(=O)OCC (Ethyl acetate), [N+](=O)([O-])C1=CC=C(COC(=O)N=C(N2N=CC=C2)NC(OCC2=CC=C(C=C2)[N+](=O)[O-])=O)C=C1 (4-nitrobenzyl [(4-nitrobenzyloxy)carbonyliminopyrazol-1-ylmethyl]carbamate), NCC(=O)NC1CN(C1)C(=O)OC(C)(C)C (tert-butyl 3-(aminoacetylamino)-1-azetidinecarboxylate). Solvent: O1CCCC1 (tetrahydrofuran), O1CCCC1 (tetrahydrofuran). Conditions: time 3 hour. Product: [N+](=O)([O-])C1=CC=C(COC(=O)N=C(NCC(=O)NC2CN(C2)C(=O)OC(C)(C)C)NC(=O)OCC2=CC=C(C=C2)[N+](=O)[O-])C=C1 (tert-Butyl 3-[[2,3-di(4-nitrobenzyloxycarbonyl)guanidino]acetylamino]-1-azetidinecarboxylate). The yield is 101.6%. Reaction SMILES: [N+:1]([C:4]1[CH:34]=[CH:33][C:7]([CH2:8][O:9][C:10]([N:12]=[C:13]([NH:19][C:20](=[O:32])[O:21][CH2:22][C:23]2[CH:28]=[CH:27][C:26]([N+:29]([O-:31])=[O:30])=[CH:25][CH:24]=2)N2C=CC=N2)=[O:11])=[CH:6][CH:5]=1)([O-:3])=[O:2].[NH2:35][CH2:36][C:37]([NH:39][CH:40]1[CH2:43][N:42]([C:44]([O:46][C:47]([CH3:50])([CH3:49])[CH3:48])=[O:45])[CH2:41]1)=[O:38].C(OCC)(=O)C>O1CCCC1>[N+:1]([C:4]1[CH:5]=[CH:6][C:7]([CH2:8][O:9][C:10]([N:12]=[C:13]([NH:19][C:20]([O:21][CH2:22][C:23]2[CH:28]=[CH:27][C:26]([N+:29]([O-:31])=[O:30])=[CH:25][CH:24]=2)=[O:32])[NH:35][CH2:36][C:37]([NH:39][CH:40]2[CH2:43][N:42]([C:44]([O:46][C:47]([CH3:50])([CH3:49])[CH3:48])=[O:45])[CH2:41]2)=[O:38])=[O:11])=[CH:33][CH:34]=1)([O-:3])=[O:2]. Reported procedure: Under ice cooling, a solution of 4-nitrobenzyl [(4-nitrobenzyloxy)carbonyliminopyrazol-1-ylmethyl]carbamate (1.42 g) in tetrahydrofuran (12 ml) was added to a solution of tert-butyl 3-(aminoacetylamino)-1-azetidinecarboxylate (785 mg) in tetrahydrofuran (13 ml) and the mixture was stirred at room temperature for 3 hours. Ethyl acetate was added to the reaction mixture. The resulting mixture was washed with water, an aqueous solution of potassium hydrogensulfate and saturated saline, dried over a... Reactants: CC1(SCC(S1)CO)C (2,2-dimethyl-4-hydroxymethyl-1,3-dithiolan), S(=O)(Cl)Cl (thionyl chloride). Solvent: C1(=CC=CC=C1)C (toluene). Run at time 16 hour. Yields the product ClCC1SC(SC1)(C)C (4-Chloromethyl-2,2-dimethyl-1,3-dithiolan). The yield is 49.5%. Reaction SMILES: [CH3:1][C:2]1([CH3:9])[S:6][CH:5]([CH2:7]O)[CH2:4][S:3]1.S(Cl)([Cl:12])=O>C1(C)C=CC=CC=1>[Cl:12][CH2:7][CH:5]1[CH2:4][S:3][C:2]([CH3:9])([CH3:1])[S:6]1. Procedure: To a solution of 3.46 g (0.021 mole) of 2,2-dimethyl-4-hydroxymethyl-1,3-dithiolan in 15 mL of toluene was added dropwise 2.35 g (0.020 mole) of thionyl chloride, and the mixture was heated gradually to 80°-85° C., maintained at that temperature for 0.75 hour, then stirred at room temperature for 16 hours. The mixture was filtered, and the filtrate concentrated to dryness at 60° C./100 mm Hg to give a residual oil. Distillation of the oil gave 1.81 g of product, bp 75°-78° C./1.25-1.35 mm Hg. Starting materials: FC1=CC(=C(C#N)C=C1)C(F)(F)F (4-fluoro-2-(trifluoromethyl)benzonitrile), C1(CC1)CN (1-cyclopropylmethanamine), C([O-])([O-])=O.[K+].[K+] (potassium carbonate). Solvent: C(C)#N (acetonitrile). Conditions: temperature 20 celsius. Product: C1(CC1)CNC1=CC(=C(C#N)C=C1)C(F)(F)F (4-[(Cyclopropylmethyl)amino]-2-(trifluoromethyl)benzonitrile). Isolated yield 99.1%. Reaction SMILES: F[C:2]1[CH:9]=[CH:8][C:5]([C:6]#[N:7])=[C:4]([C:10]([F:13])([F:12])[F:11])[CH:3]=1.[CH:14]1([CH2:17][NH2:18])[CH2:16][CH2:15]1.C(=O)([O-])[O-].[K+].[K+]>C(#N)C>[CH:14]1([CH2:17][NH:18][C:2]2[CH:9]=[CH:8][C:5]([C:6]#[N:7])=[C:4]([C:10]([F:13])([F:12])[F:11])[CH:3]=2)[CH2:16][CH2:15]1 |f:2.3.4|. Procedure details: A mixture of 4-fluoro-2-(trifluoromethyl)benzonitrile (9.45 g, 50 mmol), 1-cyclopropylmethanamine (5.0 g, 70 mmol), and potassium carbonate (10 g) was stirred for 12 h in acetonitrile (50 mL) at 55° C. The mixture was cooled to 20° C., filtered, and the filter-cake was washed with acetonitrile (3×25 mL). The filtrate was concentrated under vacuum to obtain 11.9 g (99%) of the title compound as a white solid: 1H NMR (400 MHz, CDCl3) δ 7.53 (d, J=8.6 Hz, 1H), 6.83 (d, J=2.4 Hz, 1H), 6.65 (dd, J=8.... As a reaction SMILES: [Br:1][c:2]1[cH:3][c:4]2[c:5]([nH:6][c:7]([N:9]3[CH2:10][CH2:11][N:12]([c:15]4[n:16][cH:17][cH:18][cH:19][c:20]4[C:21]([F:22])([F:23])[F:24])[CH2:13][CH2:14]3)[n:8]2)[cH:25][c:26]1[C:27]([F:28])([F:29])[F:30].[F:31][c:32]1[cH:33][c:34]([B:39]([OH:40])[OH:41])[cH:35][cH:36][c:37]1[F:38]>>[c:2]1(-[c:34]2[cH:33][c:32]([F:31])[c:37]([F:38])[cH:36][cH:35]2)[cH:3][c:4]2[c:5]([nH:6][c:7]([N:9]3[CH2:10][CH2:11][N:12]([c:15]4[n:16][cH:17][cH:18][cH:19][c:20]4[C:21]([F:22])([F:23])[F:24])[CH2:13][CH2:14]3)[n:8]2)[cH:25][c:26]1[C:27]([F:28])([F:29])[F:30]. Yields the product Fc1ccc(-c2cc3nc(N4CCN(c5ncccc5C(F)(F)F)CC4)[nH]c3cc2C(F)(F)F)cc1F. The reactants are FC(F)(F)c1cc2[nH]c(N3CCN(c4ncccc4C(F)(F)F)CC3)nc2cc1Br, OB(O)c1ccc(F)c(F)c1. The reactants are CC1(C)C(=O)N(Br)C(=O)N1Br, Cc1cccc2nccnc12, ClC(Cl)(Cl)Cl, O=C(OO)c1ccccc1. Product: BrCc1cccc2nccnc12. Reaction SMILES: [Br:12][N:13]1[C:14]([CH3:15])([CH3:16])[C:17](=[O:18])[N:19]([Br:20])[C:21]1=[O:22].[CH3:1][c:2]1[c:3]2[n:4][cH:5][cH:6][n:7][c:8]2[cH:9][cH:10][cH:11]1.[Cl:33][C:34]([Cl:35])([Cl:36])[Cl:37].[c:23]1([C:24]([O:25][OH:26])=[O:27])[cH:28][cH:29][cH:30][cH:31][cH:32]1>>[CH2:1]([c:2]1[c:3]2[n:4][cH:5][cH:6][n:7][c:8]2[cH:9][cH:10][cH:11]1)[Br:12].